Task: describe an organic reaction: reactants, conditions, products, and yield. Dataset: the Open Reaction Database (ORD), a public repository of structured organic reaction records Reactants: FC1=C(C#N)C=CC(=C1)N1C2=CC=CC=C2C=2C(=CC=CC12)C1=NC2=C(N1)C=C(C=C2)F (2-fluoro-4-[4-(6-fluoro-1H-benzimidazol-2-yl)carbazol-9-yl]benzonitrile), aqueous solution, [OH-].[Na+] (sodium hydroxide), aqueous solution, OO (hydrogen peroxide), C([O-])([O-])=O.[K+].[K+] (potassium carbonate), N=1NC(=CC1)CN (2H-pyrazol-3-ylmethylamine). Run in CS(=O)C (dimethyl sulphoxide), C(C)O (ethanol). Yields the product FC=1C=CC2=C(NC(=N2)C2=CC=CC=3N(C4=CC=CC=C4C23)C2=CC(=C(C(=O)N)C=C2)NCC=2NN=CC2)C1 (4-[4-(6-fluoro-1H-benzimidazol-2-yl)-9H-carbazol-9-yl]-2-[(2H-pyrazol-3-ylmethyl)amino]benzamide). RXN SMILES: F[C:2]1[CH:9]=[C:8]([N:10]2[C:22]3[CH:21]=[CH:20][CH:19]=[C:18]([C:23]4[NH:27][C:26]5[CH:28]=[C:29]([F:32])[CH:30]=[CH:31][C:25]=5[N:24]=4)[C:17]=3[C:16]3[C:11]2=[CH:12][CH:13]=[CH:14][CH:15]=3)[CH:7]=[CH:6][C:3]=1[C:4]#[N:5].C(=O)([O-])[O-].[K+].[K+].[N:39]1[NH:40][C:41]([CH2:44][NH2:45])=[CH:42][CH:43]=1.[OH-:46].[Na+].OO>CS(C)=O.C(O)C>[F:32][C:29]1[CH:30]=[CH:31][C:25]2[N:24]=[C:23]([C:18]3[C:17]4[C:16]5[C:11](=[CH:12][CH:13]=[CH:14][CH:15]=5)[N:10]([C:8]5[CH:9]=[CH:2][C:3]([C:4]([NH2:5])=[O:46])=[C:6]([NH:45][CH2:44][C:41]6[NH:40][N:39]=[CH:43][CH:42]=6)[CH:7]=5)[C:22]=4[CH:21]=[CH:20][CH:19]=3)[NH:27][C:26]=2[CH:28]=1 |f:1.2.3,5.6|. Procedure: The process is carried out as in stage 3 of Example 3, but using 300 mg of 2-fluoro-4-[4-(6-fluoro-1H-benzimidazol-2-yl)carbazol-9-yl]benzonitrile, obtained according to stage 2 of Example 3, 296 mg of potassium carbonate and 1.387 g of 2H-pyrazol-3-ylmethylamine in 3 ml of dimethyl sulphoxide. 1.357 ml of a 1M aqueous solution of sodium hydroxide, 1.313 ml of a 30% aqueous solution of hydrogen peroxide and 7 ml of ethanol are then added to the reaction medium. After treatment as in stage 3 of E... Reactants: CC(C)(C)[Si](C)(C)Cl, CN(C)C=O, CC(=O)c1cc2cc(O)ccc2o1, c1c[nH]cn1. Product: CC(=O)c1cc2cc(O[Si](C)(C)C(C)(C)C)ccc2o1. RXN SMILES: [C:14]([CH3:15])([CH3:16])([CH3:17])[Si:18]([Cl:19])([CH3:20])[CH3:21].[O:27]=[CH:28][N:29]([CH3:30])[CH3:31].[OH:1][c:2]1[cH:3][cH:4][c:5]2[c:6]([cH:7][c:8]([C:10]([CH3:11])=[O:12])[o:9]2)[cH:13]1.[nH:22]1[cH:23][cH:24][n:25][cH:26]1>>[O:1]([c:2]1[cH:3][cH:4][c:5]2[c:6]([cH:7][c:8]([C:10]([CH3:11])=[O:12])[o:9]2)[cH:13]1)[Si:18]([C:14]([CH3:15])([CH3:16])[CH3:17])([CH3:20])[CH3:21]. The reactants are CN(/C=C/C(=O)C1=NN(C=CC1=O)C1=CC=CC=C1)C (3-((E)-3-Dimethylamino-acryloyl)-1-phenyl-1H-pyridazin-4-one), ClC1=C(C=C(C=C1)Cl)NN (2,5-dichlorophenylhydrazine). The product is ClC1=C(C=C(C=C1)Cl)N1N=CC=C1C1=NN(C=CC1=O)C1=CC=CC=C1 (3-[2-(2,5-Dichloro-phenyl)-2H-pyrazol-3-yl]-1-phenyl-1H-pyridazin-4-one). The yield is 23.0%. As a reaction SMILES: C[N:2](C)/[CH:3]=[CH:4]/[C:5]([C:7]1[C:12](=[O:13])[CH:11]=[CH:10][N:9]([C:14]2[CH:19]=[CH:18][CH:17]=[CH:16][CH:15]=2)[N:8]=1)=O.[Cl:21][C:22]1[CH:27]=[CH:26][C:25]([Cl:28])=[CH:24][C:23]=1[NH:29]N>>[Cl:21][C:22]1[CH:27]=[CH:26][C:25]([Cl:28])=[CH:24][C:23]=1[N:29]1[C:5]([C:7]2[C:12](=[O:13])[CH:11]=[CH:10][N:9]([C:14]3[CH:19]=[CH:18][CH:17]=[CH:16][CH:15]=3)[N:8]=2)=[CH:4][CH:3]=[N:2]1. Reported procedure: The product was obtained starting from 3-((E)-3-Dimethylamino-acryloyl)-1-phenyl-1H-pyridazin-4-one (A-1) and 2,5-dichlorophenylhydrazine according to the method described for Example 1 in 23% yield. MS: M=383.0 (M+H)+ The reactants are 10, ClC1=CC=C(N=N1)N1CCC(CC1)(O)COC1=CC=C(C(=O)NCCO)C=C1 (4-[[1-(6-chloro-3-pyridazinyl)-4-hydroxy -4-piperdinyl]methoxy]-N-(2-hydroxyethyl)benzamide), S(=O)(Cl)Cl (thionyl chloride). Solvent: C(C)(=O)OCC (ethyl acetate). Reaction conditions: time 8 hour. Yields the product ClC=1N=NC(=CC1)N1CCC(=CC1)COC1=CC=C(C=C1)C=1OCCN1 (3-chloro -6-[4-[[4-(4,5-dihydro-2-oxazolyl)phenoxy]methyl]-3,6-dihydro-1(2H)-pyridinyl]pyridazine). The yield is 10.7%. Reaction SMILES: [Cl:1][C:2]1[N:7]=[N:6][C:5]([N:8]2[CH2:13][CH2:12][C:11]([CH2:15][O:16][C:17]3[CH:28]=[CH:27][C:20]([C:21]([NH:23][CH2:24][CH2:25]O)=[O:22])=[CH:19][CH:18]=3)(O)[CH2:10][CH2:9]2)=[CH:4][CH:3]=1.S(Cl)(Cl)=O>C(OCC)(=O)C>[Cl:1][C:2]1[N:7]=[N:6][C:5]([N:8]2[CH2:13][CH:12]=[C:11]([CH2:15][O:16][C:17]3[CH:28]=[CH:27][C:20]([C:21]4[O:22][CH2:25][CH2:24][N:23]=4)=[CH:19][CH:18]=3)[CH2:10][CH2:9]2)=[CH:4][CH:3]=1. Reported procedure: To a stirred and cooled mixture of 10 parts of 4-[[1-(6-chloro-3-pyridazinyl)-4-hydroxy -4-piperdinyl]methoxy]-N-(2-hydroxyethyl)benzamide and 228 parts of ethyl acetate were added dropwise 8.4 parts of thionyl chloride. Upon complete addition, stirring was continued first overnight at room temperature and then for 1 hour a 60° C. The reaction mixture was evaporated and the residue was dissolved in a solution of 20 parts of sodium hydrogen carbonate in 160 parts of ethanol. The whole was stirred... Starting materials: BrCC1(OC2=C(C1)C(=C(C(=C2C)C)N)C)C (2-bromomethyl-2,3-dihydro-2,4,6,7-tetramethyl-5-benzofuranamine), C1(=CC=CC=C1)CCCC1CCNCC1 (4-(3-phenylpropyl)piperidine). The product is CC1(OC2=C(C1)C(=C(C(=C2C)C)N)C)CN2CCC(CC2)CCCC2=CC=CC=C2 (2,3-Dihydro-2,4,6,7-tetramethyl-2-[[4-(3-phenylpropyl)-1-piperidinyl]methyl]-5-benzofuranamine). Isolated yield 42.0%. RXN SMILES: Br[CH2:2][C:3]1([CH3:16])[CH2:7][C:6]2[C:8]([CH3:15])=[C:9]([NH2:14])[C:10]([CH3:13])=[C:11]([CH3:12])[C:5]=2[O:4]1.[C:17]1([CH2:23][CH2:24][CH2:25][CH:26]2[CH2:31][CH2:30][NH:29][CH2:28][CH2:27]2)[CH:22]=[CH:21][CH:20]=[CH:19][CH:18]=1>>[CH3:16][C:3]1([CH2:2][N:29]2[CH2:30][CH2:31][CH:26]([CH2:25][CH2:24][CH2:23][C:17]3[CH:18]=[CH:19][CH:20]=[CH:21][CH:22]=3)[CH2:27][CH2:28]2)[CH2:7][C:6]2[C:8]([CH3:15])=[C:9]([NH2:14])[C:10]([CH3:13])=[C:11]([CH3:12])[C:5]=2[O:4]1. Procedure: Using 2-bromomethyl-2,3-dihydro-2,4,6,7-tetramethyl-5-benzofuranamine and 4-(3-phenylpropyl)piperidine, the procedure of Example 1 was otherwise repeated to provide the title compound. Starting materials: C1CCOC1 (THF), C(=O)(OCC1=CC=CC=C1)N=C(NCCCCC(=O)O)NC(=O)OCC1=CC=CC=C1 (5-[N',N"-Di(Cbz)guanidino]pentanoic acid), C(=O)(N1C=NC=C1)N1C=NC=C1 (carbonyldiimidazole), resultant solution. The solvent is CO (methanol). Conditions: time 45 minute. Product: COC(CCCCNC(=NC(=O)OCC1=CC=CC=C1)NC(=O)OCC1=CC=CC=C1)=O (5-[N',N"-di(Cbz)guanidino]pentanoic acid methyl ester). Isolated yield 95.0%. Reaction SMILES: [CH2:1]1COCC1.[C:6]([N:16]=[C:17]([NH:26][C:27]([O:29][CH2:30][C:31]1[CH:36]=[CH:35][CH:34]=[CH:33][CH:32]=1)=[O:28])[NH:18][CH2:19][CH2:20][CH2:21][CH2:22][C:23]([OH:25])=[O:24])([O:8][CH2:9][C:10]1[CH:15]=[CH:14][CH:13]=[CH:12][CH:11]=1)=[O:7].C(N1C=CN=C1)(N1C=CN=C1)=O>CO>[CH3:1][O:24][C:23](=[O:25])[CH2:22][CH2:21][CH2:20][CH2:19][NH:18][C:17]([NH:26][C:27]([O:29][CH2:30][C:31]1[CH:32]=[CH:33][CH:34]=[CH:35][CH:36]=1)=[O:28])=[N:16][C:6]([O:8][CH2:9][C:10]1[CH:11]=[CH:12][CH:13]=[CH:14][CH:15]=1)=[O:7]. Reported procedure: To a 0° C. THF (700 mL) solution of compound 1 (133 g, 0.3 mol) was added carbonyldiimidazole (55.3 g, 0.34 mol). After the addition was complete, the resultant solution was allowed to warm to room temperature and stirred for 45 min. Anhydrous methanol (100 mL) was added. The solution was stirred for 16 h and concentrated. The residue was triturated with ether (400 mL). The supernatant was separated. The process was repeated with two more portions of ether (2×200 mL). The ether phases were combi... The reactants are C([O-])([O-])=O.[K+].[K+] (potassium carbonate), BrC1=CC=C(C=C1)C=1C=NC(=NC1)C1=C(C=CC=C1F)F (5-(4-bromophenyl)-2-(2,6-difluorophenyl)-pyrimidine), FC(OC1=CC=C(C=C1)OB(O)O)(F)F (4-trifluoromethoxyphenyl-boric acid). The reagents and catalysts are CC(=O)O.CC(=O)O.[Pd] (palladium-II-acetate). Solvent: C(OC)COC (dimethoxyethane), O (water). Product: FC1=C(C(=CC=C1)F)C1=NC=C(C=N1)C1=CC=C(C=C1)C1=CC=C(C=C1)OC(F)(F)F (2-(2,6-difluorophenyl)-5-(4′-trifluoromethoxybiphenyl-4-yl)-pyrimidine). RXN SMILES: Br[C:2]1[CH:7]=[CH:6][C:5]([C:8]2[CH:9]=[N:10][C:11]([C:14]3[C:19]([F:20])=[CH:18][CH:17]=[CH:16][C:15]=3[F:21])=[N:12][CH:13]=2)=[CH:4][CH:3]=1.[F:22][C:23]([F:36])([F:35])[O:24][C:25]1[CH:30]=[CH:29][C:28](OB(O)O)=[CH:27][CH:26]=1.C(=O)([O-])[O-].[K+].[K+]>C(COC)OC.O.CC(O)=O.CC(O)=O.[Pd]>[F:21][C:15]1[CH:16]=[CH:17][CH:18]=[C:19]([F:20])[C:14]=1[C:11]1[N:10]=[CH:9][C:8]([C:5]2[CH:6]=[CH:7][C:2]([C:28]3[CH:27]=[CH:26][C:25]([O:24][C:23]([F:22])([F:35])[F:36])=[CH:30][CH:29]=3)=[CH:3][CH:4]=2)=[CH:13][N:12]=1 |f:2.3.4,7.8.9|. Reported procedure: 0.70 g of 5-(4-bromophenyl)-2-(2,6-difluorophenyl)-pyrimidine, 0.53 g of 4-trifluoromethoxyphenyl-boric acid and 0.07 g of palladium-II-acetate are heated under reflux for 1½ hours, under nitrogen, in a mixture of 20 ml of dimethoxyethane and 20 ml of saturated, aqueous potassium carbonate solution. The reaction mixture is then cooled, diluted with water and the crystalline precipitate filtered. After dissolving the precipitate in ethyl acetate, drying with magnesium sulfate, filtering and conce...